This data is from the Open Reaction Database (ORD), a public repository of structured organic reaction records. The task is: describe an organic reaction: reactants, conditions, products, and yield Starting materials: C(C)(C)(C)OC(=O)N1CC2C(C2C1)CN(C(=O)C=1SC=CC1)C1=CC(=C(C=C1)N1CCOCC1)F (6-{[(3-Fluoro-4-morpholin-4-yl-phenyl)-(thiophene-2-carbonyl)-amino]methyl}-3-aza-bicyclo[3.1.0]hexane-3-carboxylic acid tert-butyl ester), C(=O)(C(F)(F)F)O (TFA). Run in C(Cl)Cl (CH2Cl2). Run at time 1 hour. Product: FC(C(=O)O)(F)F.C12CNCC2C1CN(C(=O)C=1SC=CC1)C1=CC(=C(C=C1)N1CCOCC1)F (Thiophene-2-carboxylic acid (3-aza-bicyclo[3.1.0]hex-6-ylmethyl)-(3-fluoro-4-morpholin-4-yl-phenyl)-amide trifluoroacetic acid salt). As a reaction SMILES: C(OC([N:8]1[CH2:13][CH:12]2[CH:10]([CH:11]2[CH2:14][N:15]([C:23]2[CH:28]=[CH:27][C:26]([N:29]3[CH2:34][CH2:33][O:32][CH2:31][CH2:30]3)=[C:25]([F:35])[CH:24]=2)[C:16]([C:18]2[S:19][CH:20]=[CH:21][CH:22]=2)=[O:17])[CH2:9]1)=O)(C)(C)C.[C:36]([OH:42])([C:38]([F:41])([F:40])[F:39])=[O:37]>C(Cl)Cl>[F:39][C:38]([F:41])([F:40])[C:36]([OH:42])=[O:37].[CH:10]12[CH:11]([CH2:14][N:15]([C:23]3[CH:28]=[CH:27][C:26]([N:29]4[CH2:34][CH2:33][O:32][CH2:31][CH2:30]4)=[C:25]([F:35])[CH:24]=3)[C:16]([C:18]3[S:19][CH:20]=[CH:21][CH:22]=3)=[O:17])[CH:12]1[CH2:13][NH:8][CH2:9]2 |f:3.4|. Reported procedure: To a stirring solution of 6-{[(3-Fluoro-4-morpholin-4-yl-phenyl)-(thiophene-2-carbonyl)-amino]methyl}-3-aza-bicyclo[3.1.0]hexane-3-carboxylic acid tert-butyl ester prepared above (640 mg, 1.28 mmol) in 6 mL of CH2Cl2 at room temperature was added 6 mL of TFA. The reaction stirred at room temperature for 1 hour. The mixture was concentrated under reduced pressure, taken up in toluene and concentrated again to yield 854 mg of the desired product. 400 MHz 1H NMR (CDCl3) δ 9.06 (brs, 1H), 8.62 (brs,... Reactants: O=C1CCC(=O)N1Br, ClC(Cl)(Cl)Cl, CC1CO1, C=C(C)C(C(=O)OC)N1C(=O)C(NC(=O)Cc2ccccc2)C1SN1C(=O)CCC1=O, ClCCCl. The product is C=C(CBr)C(C(=O)OC)N1C(=O)C(NC(=O)Cc2ccccc2)C1SN1C(=O)CCC1=O. As a reaction SMILES: [Br:36][N:37]1[C:38](=[O:39])[CH2:40][CH2:41][C:42]1=[O:43].[C:48]([Cl:49])([Cl:50])([Cl:51])[Cl:52].[CH2:32]1[O:33][CH:34]1[CH3:35].[CH3:1][O:2][C:3](=[O:4])[CH:5]([C:6](=[CH2:7])[CH3:8])[N:9]1[C:10](=[O:31])[CH:11]([NH:21][C:22]([CH2:23][c:24]2[cH:25][cH:26][cH:27][cH:28][cH:29]2)=[O:30])[CH:12]1[S:13][N:14]1[C:15](=[O:20])[CH2:16][CH2:17][C:18]1=[O:19].[Cl:44][CH2:45][CH2:46][Cl:47]>>[CH3:1][O:2][C:3](=[O:4])[CH:5]([C:6](=[CH2:7])[CH2:8][Br:36])[N:9]1[C:10](=[O:31])[CH:11]([NH:21][C:22]([CH2:23][c:24]2[cH:25][cH:26][cH:27][cH:28][cH:29]2)=[O:30])[CH:12]1[S:13][N:14]1[C:15](=[O:20])[CH2:16][CH2:17][C:18]1=[O:19]. Starting materials: CCC(=O)C1C(=O)CC2C1C2(C)C, ClC(Cl)Cl, ClC(Cl)(Cl)Cl, c1ccc(P(c2ccccc2)c2ccccc2)cc1. The product is CCC(Cl)=C1C(=O)CC2C1C2(C)C. RXN SMILES: [CH3:1][C:2]1([CH3:13])[CH:3]2[CH2:4][C:5](=[O:12])[CH:6]([C:8]([CH2:9][CH3:10])=[O:11])[CH:7]12.[CH:33]([Cl:34])([Cl:35])[Cl:36].[Cl:37][C:38]([Cl:39])([Cl:40])[Cl:41].[c:14]1([P:15]([c:16]2[cH:17][cH:18][cH:19][cH:20][cH:21]2)[c:22]2[cH:23][cH:24][cH:25][cH:26][cH:27]2)[cH:28][cH:29][cH:30][cH:31][cH:32]1>>[CH3:1][C:2]1([CH3:13])[CH:3]2[CH2:4][C:5](=[O:12])[C:6](=[C:8]([CH2:9][CH3:10])[Cl:34])[CH:7]12. The reactants are Cc1ccc(-c2nnc[nH]2)cc1Nc1ncnc(N(C)CC(C)(C)C)c1[N+](=O)[O-], CO. The product is Cc1ccc(-c2nnc[nH]2)cc1Nc1ncnc(N(C)CC(C)(C)C)c1N. As a reaction SMILES: [CH3:1][C:2]([CH2:3][N:4]([c:5]1[n:6][cH:7][n:8][c:9]([NH:14][c:15]2[c:16]([CH3:26])[cH:17][cH:18][c:19](-[c:21]3[n:22][n:23][cH:24][nH:25]3)[cH:20]2)[c:10]1[N+:11]([O-:12])=[O:13])[CH3:27])([CH3:28])[CH3:29].[CH3:30][OH:31]>>[CH3:1][C:2]([CH2:3][N:4]([c:5]1[n:6][cH:7][n:8][c:9]([NH:14][c:15]2[c:16]([CH3:26])[cH:17][cH:18][c:19](-[c:21]3[n:22][n:23][cH:24][nH:25]3)[cH:20]2)[c:10]1[NH2:11])[CH3:27])([CH3:28])[CH3:29]. Starting materials: O (water), [N+](=O)([O-])C1=CC=NC2=C(C=CC(=C12)OC)OC (4-nitro-5,8-dimethoxyquinoline), [N+](=O)([O-])[O-].[NH4+].[Ce] (cerium ammonium nitrate). Solvent: CC#N (CH3CN). Run at time 15 minute. The product is [N+](=O)([O-])C1=CC=NC=2C(C=CC(C12)=O)=O (4-Nitroquinoline-5,8-dione). RXN SMILES: [N+:1]([C:4]1[C:13]2[C:8](=[C:9]([O:16]C)[CH:10]=[CH:11][C:12]=2[O:14]C)[N:7]=[CH:6][CH:5]=1)([O-:3])=[O:2].O.[N+]([O-])([O-])=O.[NH4+].[Ce]>CC#N>[N+:1]([C:4]1[C:13]2[C:12](=[O:14])[CH:11]=[CH:10][C:9](=[O:16])[C:8]=2[N:7]=[CH:6][CH:5]=1)([O-:3])=[O:2] |f:2.3.4|. Reported procedure: 400 mg (1.71 mmol) of 4-nitro-5,8-dimethoxyquinoline are dissolved in 10 mL of CH3CN and 5 mL of water at room temperature. 2.8 g (5.2 mmol) of cerium ammonium nitrate are added and the reaction medium is stirred for 15 min. After evaporating off the CH3CN on a rotary evaporator, 10 mL of water are added and the medium is extracted with CH2Cl2 (3 times 20 mL). After drying the organic phases and evaporating off the solvent on a rotary evaporator, 290 mg of 4-nitroquinoline-5,8-dione are obtained... Starting materials: NC1=C(C(=O)OC)C=CC=C1O (Methyl 2-amino-3-hydroxybenzoate), [N+](=O)([O-])C1=CC=C(C(=O)Cl)C=C1 (4-Nitrobenzoyl chloride). Solvent: C1(=CC(=CC=C1)C)C (m-xylene). Conditions: temperature 60 celsius, time 4 hour. Product: OC=1C(=C(C(=O)OC)C=CC1)NC(C1=CC=C(C=C1)[N+](=O)[O-])=O (Methyl 3-hydroxy-2-(N-4-nitrobenzoyl)aminobenzoate). As a reaction SMILES: [NH2:1][C:2]1[C:11]([OH:12])=[CH:10][CH:9]=[CH:8][C:3]=1[C:4]([O:6][CH3:7])=[O:5].[N+:13]([C:16]1[CH:24]=[CH:23][C:19]([C:20](Cl)=[O:21])=[CH:18][CH:17]=1)([O-:15])=[O:14]>C1(C)C=CC=C(C)C=1>[OH:12][C:11]1[C:2]([NH:1][C:20](=[O:21])[C:19]2[CH:18]=[CH:17][C:16]([N+:13]([O-:15])=[O:14])=[CH:24][CH:23]=2)=[C:3]([CH:8]=[CH:9][CH:10]=1)[C:4]([O:6][CH3:7])=[O:5]. Reported procedure: Methyl 2-amino-3-hydroxybenzoate (0.5 g; 2.99 mmol) was dissolved in m-xylene (40 ml) with warming to 60° C. 4-Nitrobenzoyl chloride (0.556 ml; 2.99 mmol) was added dropwise, and this was left to stir for 4 hours. The solution was cooled to ambient temperature and the m-xylene removed under reduced pressure. The solid was dissolved in water (100 ml) and the organics extracted into ethyl acetate (3×50 ml). The organic fractions were pooled, dried over magnesium sulphate, filtered and the solvent ... Starting materials: CC=1C(=NC(=CN1)C)N1CC2CNCC2C1 (2-(3,6-Dimethyl-pyrazin-2-yl)-octahydro-pyrrolo[3,4-c]pyrrole), CC=1C=CC(=C(C(=O)O)C1)C1=NC=CC=N1 (5-methyl-2-pyrimidin-2-yl-benzoic acid). Yields the product CC=1C(=NC(=CN1)C)N1CC2CN(CC2C1)C(=O)C1=C(C=CC(=C1)C)C1=NC=CC=N1 (2-(3,6-Dimethylpyrazin-2-yl)-5-[(5-methyl-2-pyrimidin-2-ylphenyl)carbonyl]octahydropyrrolo[3,4-c]pyrrole). As a reaction SMILES: [CH3:1][C:2]1[C:3]([N:9]2[CH2:16][CH:15]3[CH:11]([CH2:12][NH:13][CH2:14]3)[CH2:10]2)=[N:4][C:5]([CH3:8])=[CH:6][N:7]=1.[CH3:17][C:18]1[CH:19]=[CH:20][C:21]([C:27]2[N:32]=[CH:31][CH:30]=[CH:29][N:28]=2)=[C:22]([CH:26]=1)[C:23](O)=[O:24]>>[CH3:1][C:2]1[C:3]([N:9]2[CH2:16][CH:15]3[CH:11]([CH2:12][N:13]([C:23]([C:22]4[CH:26]=[C:18]([CH3:17])[CH:19]=[CH:20][C:21]=4[C:27]4[N:28]=[CH:29][CH:30]=[CH:31][N:32]=4)=[O:24])[CH2:14]3)[CH2:10]2)=[N:4][C:5]([CH3:8])=[CH:6][N:7]=1. Procedure: The title compound was prepared in a manner analogous to Example 15 utilizing Intermediate 34 and 5-methyl-2-pyrimidin-2-yl-benzoic acid. MS (ESI): mass calculated for C24H26N6O, 414.51; m/z found 415.2 [M+H]+. 1H NMR (400 MHz, CDCl3): 8.77 (d, J=4.9, 2H), 8.22 (d, J=8.1, 1H), 7.73 (s, 1H), 7.34-7.29 (m, 1H), 7.21-7.16 (m, 1H), 7.11 (t, J=4.8, 1H), 3.96-3.89 (m, 1H), 3.86-3.79 (m, 1H), 3.74-3.61 (m, 2H), 3.57-3.51 (m, 1H), 3.49-3.38 (m, 2H), 3.18-3.12 (m, 1H), 3.08-2.98 (m, 1H), 2.96-2.86 (m, 1H... Starting materials: OC=1C=C(C=CC1)C1N(CCC1)CCN1C(C2=CC=CC=C2C1=O)=O (2-{2-[2-(3-hydroxyphenyl)-1-pyrrolidinyl]ethyl}-1H-isoindole-1,3(2H)dione), CN=C=O (methyl isocyanate), C([O-])([O-])=O.[K+].[K+] (potassium carbonate). Solvent: O1CCCC1 (tetrahydrofuran). Run at time 45 minute. Product: CNC(OC1=CC(=CC=C1)C1N(CCC1)CCN1C(C2=CC=CC=C2C1=O)=O)=O (3-{1-[2-(1,3-Dihydro-1,3-dioxo-2H-isoindol-2-yl)ethyl]-2-pyrrolidinyl}phenyl methylcarbamate). The yield is 94.0%. Reaction SMILES: [OH:1][C:2]1[CH:3]=[C:4]([CH:8]2[CH2:12][CH2:11][CH2:10][N:9]2[CH2:13][CH2:14][N:15]2[C:23](=[O:24])[C:22]3[C:17](=[CH:18][CH:19]=[CH:20][CH:21]=3)[C:16]2=[O:25])[CH:5]=[CH:6][CH:7]=1.[CH3:26][N:27]=[C:28]=[O:29].C(=O)([O-])[O-].[K+].[K+]>O1CCCC1>[CH3:26][NH:27][C:28](=[O:29])[O:1][C:2]1[CH:7]=[CH:6][CH:5]=[C:4]([CH:8]2[CH2:12][CH2:11][CH2:10][N:9]2[CH2:13][CH2:14][N:15]2[C:23](=[O:24])[C:22]3[C:17](=[CH:18][CH:19]=[CH:20][CH:21]=3)[C:16]2=[O:25])[CH:3]=1 |f:2.3.4|. Reported procedure: To a solution of 2-{2-[2-(3-hydroxyphenyl)-1-pyrrolidinyl]ethyl}-1H-isoindole-1,3(2H)dione (0.71) in dry tetrahydrofuran (35 ml) was added methyl isocyanate (0.13 ml) followed by milled potassium carbonate (0.38 g) at ambient temperature, under nitrogen. The reaction mixture was stirred for 45 mins, filtered through a pad of celite, and the filter cake was washed with ethyl acetate. The combined filtrates were concentrated, and the residue was triturated with petroleum ether. The residue was pur... The reactants are CC1CC(C(CN2CC(=O)N(c3cc(F)ccc3Cl)CC2(C)C)NC(=O)OC(C)(C)C)OC1=O, CC(C)(C)CN, O, Oc1ccccn1. Yields the product CC(CC(O)C(CN1CC(=O)N(c2cc(F)ccc2Cl)CC1(C)C)NC(=O)OC(C)(C)C)C(=O)NCC(C)(C)C. RXN SMILES: [C:8]([CH3:9])([CH3:10])([CH3:11])[O:12][C:13]([NH:14][CH:15]([CH2:16][N:17]1[C:18]([CH3:32])([CH3:33])[CH2:19][N:20]([c:24]2[c:25]([Cl:31])[cH:26][cH:27][c:28]([F:30])[cH:29]2)[C:21](=[O:23])[CH2:22]1)[CH:34]1[O:35][C:36](=[O:40])[CH:37]([CH3:39])[CH2:38]1)=[O:41].[CH3:42][C:43]([CH2:44][NH2:45])([CH3:46])[CH3:47].[OH2:48].[OH:1][c:2]1[cH:3][cH:4][cH:5][cH:6][n:7]1>>[C:8]([CH3:9])([CH3:10])([CH3:11])[O:12][C:13]([NH:14][CH:15]([CH2:16][N:17]1[C:18]([CH3:32])([CH3:33])[CH2:19][N:20]([c:24]2[c:25]([Cl:31])[cH:26][cH:27][c:28]([F:30])[cH:29]2)[C:21](=[O:23])[CH2:22]1)[CH:34]([OH:35])[CH2:38][CH:37]([C:36](=[O:40])[NH:45][CH2:44][C:43]([CH3:42])([CH3:46])[CH3:47])[CH3:39])=[O:41].